Dataset: the Open Reaction Database (ORD), a public repository of structured organic reaction records. Task: describe an organic reaction: reactants, conditions, products, and yield Starting materials: O1C=C(C2=C1C=CC=C2)C(=O)O (3-benzofurancarboxylic acid), C(C)(C)NC(C)C (diisopropylamine), [Li]CCCC (n-BuLi), C[Si](C)(C)Cl (TMSCl). Run in C1CCOC1 (THF), C1CCOC1 (THF), CCCCCC (hexane). Conditions: temperature 0 celsius, time 1 hour. The product is C[Si](C)(C)C=1OC2=C(C1C(=O)O)C=CC=C2 (trimethylsilyl-3-benzofurancarboxylic acid). RXN SMILES: C(NC(C)C)(C)C.[Li]CCCC.[O:13]1[C:17]2[CH:18]=[CH:19][CH:20]=[CH:21][C:16]=2[C:15]([C:22]([OH:24])=[O:23])=[CH:14]1.[CH3:25][Si:26](Cl)([CH3:28])[CH3:27]>C1COCC1.CCCCCC>[CH3:25][Si:26]([C:14]1[O:13][C:17]2[CH:18]=[CH:19][CH:20]=[CH:21][C:16]=2[C:15]=1[C:22]([OH:24])=[O:23])([CH3:28])[CH3:27]. Reported procedure: To a solution of diisopropylamine (4 mL) in 20 mL THF at -60° C. was added 2.5 M of n-BuLi in hexane (17 mL), and the solution was stirred at between -20 and -60° C. for 1 h. To this, a solution of 3-benzofurancarboxylic acid (2.6 g) in 30 mL THF was added at <-70° C. After 1 h, TMSCl (7 mL) was added at <-70° C., and stirring was continued for an additional 1 h. The solution was allowed to warm to 0° C., quenched with 2 N HCl and extracted with methylene chloride. The organic solution was washe... The reactants are O=C1c2ccccc2C(=O)N1CCCCBr, O=C([O-])[O-], CC#N, Fc1ccc2c(N3CCNCC3)csc2c1, [K+], [K+]. The product is O=C1c2ccccc2C(=O)N1CCCCN1CCN(c2csc3cc(F)ccc23)CC1. RXN SMILES: [Br:17][CH2:18][CH2:19][CH2:20][CH2:21][N:22]1[C:23](=[O:32])[c:24]2[c:25]([cH:28][cH:29][cH:30][cH:31]2)[C:26]1=[O:27].[C:33](=[O:34])([O-:35])[O-:36].[CH3:39][C:40]#[N:41].[F:1][c:2]1[cH:3][cH:4][c:5]2[c:6]([s:7][cH:8][c:9]2[N:10]2[CH2:11][CH2:12][NH:13][CH2:14][CH2:15]2)[cH:16]1.[K+:37].[K+:38]>>[F:1][c:2]1[cH:3][cH:4][c:5]2[c:6]([s:7][cH:8][c:9]2[N:10]2[CH2:11][CH2:12][N:13]([CH2:18][CH2:19][CH2:20][CH2:21][N:22]3[C:23](=[O:32])[c:24]4[c:25]([cH:28][cH:29][cH:30][cH:31]4)[C:26]3=[O:27])[CH2:14][CH2:15]2)[cH:16]1. Reactants: NC1=C2C(=NC=N1)N(N=C2C(F)F)C(C)C=2C(=C(C(=C(C2)C#N)C)C2CN(C2)C(=O)OC(C)(C)C)OC (tert-butyl 3-(3-{1-[4-amino-3-(difluoromethyl)-1H-pyrazolo[3,4-d]pyrimidin-1-yl]ethyl}-5-cyano-2-methoxy-6-methylphenyl)azetidine-1-carboxylate), Cl (hydrogen chloride), O1CCOCC1 (1,4-dioxane). The solvent is C(Cl)Cl (methylene chloride). Run at time 3.5 hour. The product is Cl.Cl.NC1=C2C(=NC=N1)N(N=C2C(F)F)C(C)C=2C(=C(C(=C(C#N)C2)C)C2CNC2)OC (5-{1-[4-Amino-3-(difluoromethyl)-1H-pyrazolo[3,4-d]pyrimidin-1-yl]ethyl}-3-azetidin-3-yl-4-methoxy-2-methylbenzonitrile dihydrochloride). Reaction SMILES: [NH2:1][C:2]1[N:7]=[CH:6][N:5]=[C:4]2[N:8]([CH:14]([C:16]3[C:17]([O:36][CH3:37])=[C:18]([CH:25]4[CH2:28][N:27](C(OC(C)(C)C)=O)[CH2:26]4)[C:19]([CH3:24])=[C:20]([C:22]#[N:23])[CH:21]=3)[CH3:15])[N:9]=[C:10]([CH:11]([F:13])[F:12])[C:3]=12.[ClH:38].O1CCOCC1>C(Cl)Cl>[ClH:38].[ClH:38].[NH2:1][C:2]1[N:7]=[CH:6][N:5]=[C:4]2[N:8]([CH:14]([C:16]3[C:17]([O:36][CH3:37])=[C:18]([CH:25]4[CH2:28][NH:27][CH2:26]4)[C:19]([CH3:24])=[C:20]([CH:21]=3)[C:22]#[N:23])[CH3:15])[N:9]=[C:10]([CH:11]([F:12])[F:13])[C:3]=12 |f:4.5.6|. Procedure: To a solution of tert-butyl 3-(3-{1-[4-amino-3-(difluoromethyl)-1H-pyrazolo[3,4-d]pyrimidin-1-yl]ethyl}-5-cyano-2-methoxy-6-methylphenyl)azetidine-1-carboxylate (0.20 g, 0.39 mmol) in methylene chloride (5 mL) was added 4.0 M hydrogen chloride in 1,4-dioxane (0.60 mL, 2.4 mmol). The resulting mixture was stirred at room temp for 3.5 h. The solvents were evaporated and the residue dried in vacuo to give 0.23 g of the product as the HCl salt. LCMS calculated for C20H22F2N7O (M+H)+: m/z=414.2; Foun... Starting materials: OC=1C=C2CCC(C2=CC1)=O (5-hydroxy-1-indanone), FC1=CC=C(CBr)C=C1 (4-fluorobenzyl bromide), C([O-])([O-])=O.[K+].[K+] (potassium carbonate). The solvent is O (Water). Conditions: time 12 hour. Yields the product FC1=CC=C(COC=2C=C3CCC(C3=CC2)=O)C=C1 (5-(4-Fluoro-benzyloxy)-indan-1-one). As a reaction SMILES: [OH:1][C:2]1[CH:3]=[C:4]2[C:8](=[CH:9][CH:10]=1)[C:7](=[O:11])[CH2:6][CH2:5]2.[F:12][C:13]1[CH:20]=[CH:19][C:16]([CH2:17]Br)=[CH:15][CH:14]=1.C(=O)([O-])[O-].[K+].[K+]>O>[F:12][C:13]1[CH:20]=[CH:19][C:16]([CH2:17][O:1][C:2]2[CH:3]=[C:4]3[C:8](=[CH:9][CH:10]=2)[C:7](=[O:11])[CH2:6][CH2:5]3)=[CH:15][CH:14]=1 |f:2.3.4|. Procedure details: The 5-hydroxy-1-indanone (20 g, 134.9 mmol) was solved in dry in N,N′-dimethylformamide (120 mL) and the 4-fluorobenzyl bromide (18.2 mL, 148.4 mmol) was added followed by potassium carbonate anhydrous (24.2 g, 175.4 mmol) and the mixture was stirred for 12 h to 110 IC. Water was added and the resulting precipitate was filtrated and dried (34.6 g, 100%). MS: m/e=256.1 (M+). The reactants are F[C@@H]1[C@@H](C1)C(=O)NC=1N=CC2=CC(=CC=C2C1)C=1C=NC(=CC1C)C(C(F)(F)F)(O)O ((1S,2S)-2-fluoro-N-(7-(4-methyl-6-(2,2,2-trifluoro-1,1-dihydroxyethyl)pyridin-3-yl)isoquinolin-3-yl)cyclopropanecarboxamide), C(C)(=O)O (acetic acid), COC1=CC=C(CN)C=C1 (4-methoxybenzylamine). The solvent is C1(=CC=CC=C1)C (toluene), C1(=CC=CC=C1)C (toluene). Reaction conditions: temperature 100 celsius. The product is F[C@@H]1[C@@H](C1)C(=O)NC=1N=CC2=CC(=CC=C2C1)C=1C=NC(=CC1C)/C(/C(F)(F)F)=N/CC1=CC=C(C=C1)OC ((1S,2S)-2-fluoro-N-(7-(4-methyl-6-((Z)-2,2,2-trifluoro-1-(4-methoxybenzylimino)ethyl)pyridin-3-yl)isoquinolin-3-yl)cyclopropanecarboxamide). Reaction SMILES: [F:1][C@H:2]1[CH2:4][C@H:3]1[C:5]([NH:7][C:8]1[N:9]=[CH:10][C:11]2[C:16]([CH:17]=1)=[CH:15][CH:14]=[C:13]([C:18]1[CH:19]=[N:20][C:21]([C:25](O)(O)[C:26]([F:29])([F:28])[F:27])=[CH:22][C:23]=1[CH3:24])[CH:12]=2)=[O:6].[CH3:32][O:33][C:34]1[CH:41]=[CH:40][C:37]([CH2:38][NH2:39])=[CH:36][CH:35]=1.C(O)(=O)C>C1(C)C=CC=CC=1>[F:1][C@H:2]1[CH2:4][C@H:3]1[C:5]([NH:7][C:8]1[N:9]=[CH:10][C:11]2[C:16]([CH:17]=1)=[CH:15][CH:14]=[C:13]([C:18]1[CH:19]=[N:20][C:21](/[C:25](=[N:39]/[CH2:38][C:37]3[CH:40]=[CH:41][C:34]([O:33][CH3:32])=[CH:35][CH:36]=3)/[C:26]([F:27])([F:29])[F:28])=[CH:22][C:23]=1[CH3:24])[CH:12]=2)=[O:6]. Procedure: To a mixture of (1S,2S)-2-fluoro-N-(7-(4-methyl-6-(2,2,2-trifluoro-1,1-dihydroxyethyl)pyridin-3-yl)isoquinolin-3-yl)cyclopropanecarboxamide (113.8 mg; 0.2614 mmol) and toluene (2 mL) was added a scoop of oven-dried 4 angstrom molecular sieves and a premixed solution of 4-methoxybenzylamine (54 μL; 0.393 mmol) and acetic acid (23 μL; 0.401 mmol) in toluene (1 mL). The reaction mixture was then heated at 100° C. for 3 days. The reaction mixture was cooled to room temperature and partitioned betwee... Reaction SMILES: [CH2:34]([CH3:35])[I:36].[CH3:21][N:22]([P:23]([N:24]([CH3:25])[CH3:26])([N:27]([CH3:28])[CH3:29])=[O:30])[CH3:31].[Cl:1][c:2]1[cH:3][c:4]([NH:8][CH:9]([C:10](=[O:11])[OH:12])[c:13]2[c:14]([Cl:20])[cH:15][cH:16][cH:17][c:18]2[Cl:19])[cH:5][cH:6][cH:7]1.[H-:32].[Na+:33].[cH:37]1[cH:38][cH:39][cH:40][cH:41][cH:42]1>>[Cl:1][c:2]1[cH:3][c:4]([N:8]([CH:9]([C:10](=[O:11])[OH:12])[c:13]2[c:14]([Cl:20])[cH:15][cH:16][cH:17][c:18]2[Cl:19])[CH2:34][CH3:35])[cH:5][cH:6][cH:7]1. Reactants: CCI, CN(C)P(=O)(N(C)C)N(C)C, O=C(O)C(Nc1cccc(Cl)c1)c1c(Cl)cccc1Cl, [H-], [Na+], c1ccccc1. Yields the product CCN(c1cccc(Cl)c1)C(C(=O)O)c1c(Cl)cccc1Cl. Yields the product CCOC(=O)C(C)Oc1ncn(-c2ccccc2Cl)n1. As a reaction SMILES: [Br:17][CH:18]([C:19](=[O:20])[O:21][CH2:22][CH3:23])[CH3:24].[CH3:25][S:26]([CH3:27])=[O:28].[CH3:2][OH:3].[Cl:4][c:5]1[c:6](-[n:11]2[n:12][c:13]([OH:16])[n:14][cH:15]2)[cH:7][cH:8][cH:9][cH:10]1.[Na:1]>>[Cl:4][c:5]1[c:6](-[n:11]2[n:12][c:13]([O:16][CH:18]([C:19](=[O:20])[O:21][CH2:22][CH3:23])[CH3:24])[n:14][cH:15]2)[cH:7][cH:8][cH:9][cH:10]1. Starting materials: CCOC(=O)C(C)Br, CS(C)=O, CO, Oc1ncn(-c2ccccc2Cl)n1, [Na].